Dataset: the Open Reaction Database (ORD), a public repository of structured organic reaction records. Task: describe an organic reaction: reactants, conditions, products, and yield The reactants are C(=O)(OC(C)(C)C)OC(=O)OC(C)(C)C (di-tert-butyl dicarbonate), CN(C)C1=NC=CC=C1 (dimethylaminopyridine), C(C)(C)(C)OC(=O)N1N=C(C2=CC(=CC=C12)OCC1=CC=CC=C1)C=1N(C2=CC=C(C=C2C1)OCCCl)C(=O)OC(C)(C)C (5-benzyloxy-3-[1-tert-butoxycarbonyl-5-(2-chloro-ethoxy)-1H-indol-2-yl]indazole-1-carboxylic acid tert-butyl ester), C([O-])([O-])=O.[K+].[K+] (potassium carbonate), [I-].[K+] (potassium iodide), N-1-Boc-piperazine, C(C)#N (acetonitrile). The solvent is ClCCl (dichloromethane). Run at temperature 85 celsius, time 48 hour. The product is C(C)(C)(C)OC(=O)N1N=C(C2=CC(=CC=C12)OCC1=CC=CC=C1)C=1N(C2=CC=C(C=C2C1)OCCN1CCN(CC1)C(=O)OC(C)(C)C)C(=O)OC(C)(C)C (5-benzyloxy-3-{1-tert-butoxycarbonyl-5-[2-(4-tert-butoxycarbonylpiperazin-1-yl)ethoxy]-1H-indol-2-yl}indazole-1-carboxylic acid tert-butyl ester). RXN SMILES: [C:1]([O:5][C:6]([N:8]1[C:16]2[C:11](=[CH:12][C:13]([O:17][CH2:18][C:19]3[CH:24]=[CH:23][CH:22]=[CH:21][CH:20]=3)=[CH:14][CH:15]=2)[C:10]([C:25]2[N:26]([C:38]([O:40][C:41]([CH3:44])([CH3:43])[CH3:42])=[O:39])[C:27]3[C:32]([CH:33]=2)=[CH:31][C:30]([O:34][CH2:35][CH2:36]Cl)=[CH:29][CH:28]=3)=[N:9]1)=[O:7])([CH3:4])([CH3:3])[CH3:2].C(=O)([O-])[O-].[K+].[K+].[I-].[K+].C(O[C:61]([O:63][C:64]([CH3:67])([CH3:66])[CH3:65])=[O:62])(OC(C)(C)C)=O.CN([C:71]1[CH:76]=C[CH:74]=[CH:73][N:72]=1)C.C(#[N:79])C>ClCCl>[C:1]([O:5][C:6]([N:8]1[C:16]2[C:11](=[CH:12][C:13]([O:17][CH2:18][C:19]3[CH:24]=[CH:23][CH:22]=[CH:21][CH:20]=3)=[CH:14][CH:15]=2)[C:10]([C:25]2[N:26]([C:38]([O:40][C:41]([CH3:44])([CH3:43])[CH3:42])=[O:39])[C:27]3[C:32]([CH:33]=2)=[CH:31][C:30]([O:34][CH2:35][CH2:36][N:72]2[CH2:71][CH2:76][N:79]([C:61]([O:63][C:64]([CH3:65])([CH3:66])[CH3:67])=[O:62])[CH2:74][CH2:73]2)=[CH:29][CH:28]=3)=[N:9]1)=[O:7])([CH3:4])([CH3:3])[CH3:2] |f:1.2.3,4.5|. Procedure: A suspension of 330 mg of 5-benzyloxy-3-[1-tert-butoxycarbonyl-5-(2-chloro-ethoxy)-1H-indol-2-yl]indazole-1-carboxylic acid tert-butyl ester, 442 mg of potassium carbonate, 133 mg of potassium iodide and 596 mg of N-1-Boc-piperazine in 15 ml of acetonitrile is stirred at 85° C. for 48 hours. After returning to 20° C, the reaction mixture is evaporated under reduced pressure and the residue is then taken up in a mixture of ethyl acetate (15 ml) and of water (15 ml). After separation by settling o... Reactants: C(C)(C)OC=1C=C(C=CC1)CC(=O)N(CCOC)CC(CCOS(=O)(=O)C)C1=CC(=C(C=C1)Cl)Cl (N-(3-isopropoxyphenylacetyl)-N-(2-methoxyethyl)-2-(3,4-dichlorophenyl)-4-mesyloxybutylamine), C1(=CC=CC=C1)C12CCN(CC1)CC2 (4-phenylquinuclidine), O (water). The solvent is CN(C=O)C (dimethylformamide). Conditions: temperature 80 celsius. The product is [Cl-].ClC=1C=C(C=CC1Cl)C(CC[N+]12CCC(CC1)(CC2)C2=CC=CC=C2)CN(C(CC2=CC(=CC=C2)OC(C)C)=O)CCOC (1-[3-(3,4-dichlorophenyl)-4-[N-(2-methoxyethyl)-3-isopropoxyphenylacetamido]-butyl]-4-phenyl-1-azoniabicyclo[2.2.2]octane chloride). As a reaction SMILES: [CH:1]([O:4][C:5]1[CH:6]=[C:7]([CH2:11][C:12]([N:14]([CH2:19][CH:20]([C:28]2[CH:33]=[CH:32][C:31]([Cl:34])=[C:30]([Cl:35])[CH:29]=2)[CH2:21][CH2:22]OS(C)(=O)=O)[CH2:15][CH2:16][O:17][CH3:18])=[O:13])[CH:8]=[CH:9][CH:10]=1)([CH3:3])[CH3:2].[C:36]1([C:42]23[CH2:49][CH2:48][N:45]([CH2:46][CH2:47]2)[CH2:44][CH2:43]3)[CH:41]=[CH:40][CH:39]=[CH:38][CH:37]=1.O>CN(C)C=O>[Cl-:34].[Cl:35][C:30]1[CH:29]=[C:28]([CH:20]([CH2:19][N:14]([CH2:15][CH2:16][O:17][CH3:18])[C:12](=[O:13])[CH2:11][C:7]2[CH:8]=[CH:9][CH:10]=[C:5]([O:4][CH:1]([CH3:2])[CH3:3])[CH:6]=2)[CH2:21][CH2:22][N+:45]23[CH2:48][CH2:49][C:42]([C:36]4[CH:37]=[CH:38][CH:39]=[CH:40][CH:41]=4)([CH2:43][CH2:44]2)[CH2:47][CH2:46]3)[CH:33]=[CH:32][C:31]=1[Cl:34] |f:4.5|. Reported procedure: 2 g of the product prepared in step 5 and 1 g of 4-phenylquinuclidine are dissolved in 2 ml of dimethylformamide and the reaction mixture is heated at 80° C. for 4 hours. After cooling, the reaction mixture is poured into water and then successively extracted with ethyl acetate, washed with a 5% solution of hydrochloric acid, with a saturated solution of NaCl, dried over Na2SO4 and concentrated under vacuum. The product is C(C)C1(CN(CC(O1)C)C)C1=CC(=CC=C1)O (2-Ethyl-2-(3-hydroxyphenyl)-4,6-dimethylmorpholine), Br (hydrobromide). Procedure details: 2-Ethyl-2-(3-methoxyphenyl)-4,6-dimethylmorpholine (7.0 g) was refluxed for 2.5 hours with aqueous 48% hydrobromic acid (50 ml). After removal of the solvent under reduced pressure the residue was re-evaporated using isopropyl alcohol to remove last traces of HBr and water. Fractional crystallisation of the residue (10.5 g) from isopropyl alcohol/ether gave 1.53 g of 95% stereochemically pure title compound isomer A hydrobromide (m.p. 241°-5° C.). RXN SMILES: [CH2:1]([C:3]1([C:11]2[CH:16]=[CH:15][CH:14]=[C:13]([O:17]C)[CH:12]=2)[O:8][CH:7]([CH3:9])[CH2:6][N:5]([CH3:10])[CH2:4]1)[CH3:2].[BrH:19]>>[CH2:1]([C:3]1([C:11]2[CH:16]=[CH:15][CH:14]=[C:13]([OH:17])[CH:12]=2)[O:8][CH:7]([CH3:9])[CH2:6][N:5]([CH3:10])[CH2:4]1)[CH3:2].[BrH:19]. Reactants: C(C)C1(CN(CC(O1)C)C)C1=CC(=CC=C1)OC (2-Ethyl-2-(3-methoxyphenyl)-4,6-dimethylmorpholine), Br (hydrobromic acid). Starting materials: CCCCCC, Cc1ccccc1, CC(=O)O, O=C(O)CCc1ccc(OCCSCCO)cc1, Cc1ccc(S(=O)(=O)O)cc1. Yields the product CC(=O)OCCSCCOc1ccc(CCC(=O)O)cc1. Reaction SMILES: [CH3:30][CH2:31][CH2:32][CH2:33][CH2:34][CH3:35].[CH3:36][c:37]1[cH:38][cH:39][cH:40][cH:41][cH:42]1.[CH3:43][C:44](=[O:45])[OH:46].[OH:1][CH2:2][CH2:3][S:4][CH2:5][CH2:6][O:7][c:8]1[cH:9][cH:10][c:11]([CH2:14][CH2:15][C:16](=[O:17])[OH:18])[cH:12][cH:13]1.[c:19]1([CH3:20])[cH:21][cH:22][c:23]([S:24]([OH:25])(=[O:26])=[O:27])[cH:28][cH:29]1>>[O:1]([CH2:2][CH2:3][S:4][CH2:5][CH2:6][O:7][c:8]1[cH:9][cH:10][c:11]([CH2:14][CH2:15][C:16](=[O:17])[OH:18])[cH:12][cH:13]1)[C:34](=[O:26])[CH3:35]. Starting materials: O=C([O-])O, C1CCOC1, Cc1ccc(-c2ccc3c(c2)C=C(C(=O)Nc2ccc(CCl)cc2)CC3)cc1, [Na+], OCCNCCO. Reaction SMILES: [C:36](=[O:37])([O-:38])[OH:39].[CH2:41]1[O:42][CH2:43][CH2:44][CH2:45]1.[Cl:1][CH2:2][c:3]1[cH:4][cH:5][c:6]([NH:9][C:10](=[O:11])[C:12]2=[CH:13][c:14]3[cH:15][c:16](-[c:22]4[cH:23][cH:24][c:25]([CH3:28])[cH:26][cH:27]4)[cH:17][cH:18][c:19]3[CH2:20][CH2:21]2)[cH:7][cH:8]1.[Na+:40].[OH:29][CH2:30][CH2:31][NH:32][CH2:33][CH2:34][OH:35]>>[CH2:2]([c:3]1[cH:4][cH:5][c:6]([NH:9][C:10](=[O:11])[C:12]2=[CH:13][c:14]3[cH:15][c:16](-[c:22]4[cH:23][cH:24][c:25]([CH3:28])[cH:26][cH:27]4)[cH:17][cH:18][c:19]3[CH2:20][CH2:21]2)[cH:7][cH:8]1)[N:32]([CH2:31][CH2:30][OH:29])[CH2:33][CH2:34][OH:35]. Product: Cc1ccc(-c2ccc3c(c2)C=C(C(=O)Nc2ccc(CN(CCO)CCO)cc2)CC3)cc1. Product: C1C(CC2=CC=CC=C12)NC=1C2=C(N=CN1)C=CS2 (4-(2-Indanylamino)thieno[3,2-d]pyrimidine). Procedure: Using 4-hydroxythieno[3,2-d]pyrimidine (60 mg, 0.39 mmol), and phosphorus oxychloride (0.6 ml), and then 2-aminoindan (210 mg, 1.56 mmol), a similar procedure to Production Example 194 was carried out. The product obtained was purified by silica gel chromatography (hexane:ethyl acetate=1:2) to obtain the title compound (30 mg, 0.11 mmol) having the following physical properties: The yield is 28.2%. Reaction SMILES: O[C:2]1[C:3]2[S:10][CH:9]=[CH:8][C:4]=2[N:5]=[CH:6][N:7]=1.P(Cl)(Cl)(Cl)=O.[NH2:16][CH:17]1[CH2:25][C:24]2[C:19](=[CH:20][CH:21]=[CH:22][CH:23]=2)[CH2:18]1>>[CH2:18]1[C:19]2[C:24](=[CH:23][CH:22]=[CH:21][CH:20]=2)[CH2:25][CH:17]1[NH:16][C:2]1[C:3]2[S:10][CH:9]=[CH:8][C:4]=2[N:5]=[CH:6][N:7]=1. Starting materials: OC=1C2=C(N=CN1)C=CS2 (4-hydroxythieno[3,2-d]pyrimidine), P(=O)(Cl)(Cl)Cl (phosphorus oxychloride), NC1CC2=CC=CC=C2C1 (2-aminoindan). The reactants are ClC(Cl)Cl, O=C(O)C(F)(F)F, Oc1ccc(SC2CCNC2)cc1, O=CCCCc1ccccc1. Product: Oc1ccc(SC2CCN(CCCCc3ccccc3)C2)cc1. RXN SMILES: [CH:32]([Cl:33])([Cl:34])[Cl:35].[F:1][C:2]([F:3])([F:4])[C:5]([OH:6])=[O:7].[NH:8]1[CH2:9][CH:10]([S:13][c:14]2[cH:15][cH:16][c:17]([OH:20])[cH:18][cH:19]2)[CH2:11][CH2:12]1.[c:21]1([CH2:27][CH2:28][CH2:29][CH:30]=[O:31])[cH:22][cH:23][cH:24][cH:25][cH:26]1>>[N:8]1([CH2:30][CH2:29][CH2:28][CH2:27][c:21]2[cH:22][cH:23][cH:24][cH:25][cH:26]2)[CH2:9][CH:10]([S:13][c:14]2[cH:15][cH:16][c:17]([OH:20])[cH:18][cH:19]2)[CH2:11][CH2:12]1.